describe an organic reaction: reactants, conditions, products, and yield From a dataset of the Open Reaction Database (ORD), a public repository of structured organic reaction records. Starting materials: OC1C(CSC2=CC(=CC=C12)OC)(C)C1=CC=C(C=C1)OC (4-hydroxy-7-methoxy-3-(4-methoxyphenyl)-3-methylthiochroman), C(C=C)[Si](C)(C)C (allyltrimethylsilane). Reagents/catalysts: [I-].[Zn+2].[I-] (zinc iodide). The solvent is ClCCCl (1,2-dichloroethane). Conditions: time 1 day. The product is C(C=C)C1C(CSC2=CC(=CC=C12)OC)(C)C1=CC=C(C=C1)OC ((3RS,4RS)-4-allyl-7-methoxy-3-(4-methoxyphenyl)-3-methylthiochroman). Yield: 74.4%. RXN SMILES: O[CH:2]1[C:11]2[C:6](=[CH:7][C:8]([O:12][CH3:13])=[CH:9][CH:10]=2)[S:5][CH2:4][C:3]1([C:15]1[CH:20]=[CH:19][C:18]([O:21][CH3:22])=[CH:17][CH:16]=1)[CH3:14].[CH2:23]([Si](C)(C)C)[CH:24]=[CH2:25]>ClCCCl.[I-].[Zn+2].[I-]>[CH2:25]([CH:2]1[C:11]2[C:6](=[CH:7][C:8]([O:12][CH3:13])=[CH:9][CH:10]=2)[S:5][CH2:4][C:3]1([C:15]1[CH:20]=[CH:19][C:18]([O:21][CH3:22])=[CH:17][CH:16]=1)[CH3:14])[CH:24]=[CH2:23] |f:3.4.5|. Procedure: To a solution of 4-hydroxy-7-methoxy-3-(4-methoxyphenyl)-3-methylthiochroman (11.4 g, 36.3 mmol) in 1,2-dichloroethane (360 ml) was added zinc iodide (13.9 g, 43.5 mmol) and allyltrimethylsilane (11.5 ml, 72.5 mmol) which was stirred for 1 day at room temperature. The reaction solution was added saturated aqueous NHCl solution, extracted with CHCl3, and washed with brine. The organic layer was dried over Na2SO4 and the solvent was removed under reduced pressure. The residue was purified by chrom... Reactants: CCO, N#CCCCC1CCN(C(c2ccccc2Cl)c2ccccc2Cl)CC1, [H][H], C1COCCO1. Product: NCCCCC1CCN(C(c2ccccc2Cl)c2ccccc2Cl)CC1. RXN SMILES: [CH2:29]([OH:30])[CH3:31].[Cl:1][c:2]1[c:3]([CH:8]([N:9]2[CH2:10][CH2:11][CH:12]([CH2:15][CH2:16][CH2:17][C:18]#[N:19])[CH2:13][CH2:14]2)[c:20]2[c:21]([Cl:26])[cH:22][cH:23][cH:24][cH:25]2)[cH:4][cH:5][cH:6][cH:7]1.[H:27][H:28].[O:32]1[CH2:33][CH2:34][O:35][CH2:36][CH2:37]1>>[Cl:1][c:2]1[c:3]([CH:8]([N:9]2[CH2:10][CH2:11][CH:12]([CH2:15][CH2:16][CH2:17][CH2:18][NH2:19])[CH2:13][CH2:14]2)[c:20]2[c:21]([Cl:26])[cH:22][cH:23][cH:24][cH:25]2)[cH:4][cH:5][cH:6][cH:7]1. The reactants are ClC1=CC(=NC2=CC=C(C=C12)[N+](=O)[O-])C1=CC=CC=C1 (4-chloro-6-nitro-2phenyl-quinoline), NCC(CO)O ((RS)-3-amino-1,2-propandiol). Product: Cl.[N+](=O)([O-])C=1C=C2C(=CC(=NC2=CC1)C1=CC=CC=C1)NCC(CO)O ((RS)-3-(6-Nitro-2-phenyl-quinolin-4-ylamino)-propane-1,2-diol hydrochloride). As a reaction SMILES: [Cl:1][C:2]1[C:11]2[C:6](=[CH:7][CH:8]=[C:9]([N+:12]([O-:14])=[O:13])[CH:10]=2)[N:5]=[C:4]([C:15]2[CH:20]=[CH:19][CH:18]=[CH:17][CH:16]=2)[CH:3]=1.[NH2:21][CH2:22][CH:23]([OH:26])[CH2:24][OH:25]>>[ClH:1].[N+:12]([C:9]1[CH:10]=[C:11]2[C:6](=[CH:7][CH:8]=1)[N:5]=[C:4]([C:15]1[CH:20]=[CH:19][CH:18]=[CH:17][CH:16]=1)[CH:3]=[C:2]2[NH:21][CH2:22][CH:23]([OH:26])[CH2:24][OH:25])([O-:14])=[O:13] |f:2.3|. Procedure: (RS)-3-(6-Nitro-2-phenyl-quinolin-4-ylamino)-propane-1,2-diol hydrochloride was prepared according to the general procedure described in example 1 from 4-chloro-6-nitro-2phenyl-quinoline and (RS)-3-amino-1,2-propandiol. The reactants are CS(C)=O, CC(C)c1cc(C(=O)O)n[nH]1, O=[N+]([O-])O, O=S(=O)(O)O. Product: CC(C)c1[nH]nc(C(=O)O)c1[N+](=O)[O-]. Reaction SMILES: [CH3:21][S:22]([CH3:23])=[O:24].[CH:1]([CH3:2])([CH3:3])[c:4]1[cH:5][c:6]([C:9](=[O:10])[OH:11])[n:7][nH:8]1.[OH:17][N+:18]([O-:19])=[O:20].[S:12](=[O:13])(=[O:14])([OH:15])[OH:16]>>[CH:1]([CH3:2])([CH3:3])[c:4]1[c:5]([N+:18](=[O:17])[O-:19])[c:6]([C:9](=[O:10])[OH:11])[n:7][nH:8]1. The reactants are C=CC[Si](C)(C)C, CCCCCC, ClCCl, C=CCC(O)CCc1ccccc1. The product is C[Si](C)(C)CC=CCC(O)CCc1ccccc1. As a reaction SMILES: [CH2:14]([CH:15]=[CH2:16])[Si:17]([CH3:18])([CH3:19])[CH3:20].[CH3:21][CH2:22][CH2:23][CH2:24][CH2:25][CH3:26].[Cl:27][CH2:28][Cl:29].[c:1]1([CH2:7][CH2:8][CH:9]([CH2:10][CH:11]=[CH2:12])[OH:13])[cH:2][cH:3][cH:4][cH:5][cH:6]1>>[c:1]1([CH2:7][CH2:8][CH:9]([CH2:10][CH:11]=[CH:12][CH2:14][Si:17]([CH3:18])([CH3:19])[CH3:20])[OH:13])[cH:2][cH:3][cH:4][cH:5][cH:6]1. The reactants are ClC=1C=C(C=CC1S(=O)(=O)C)[C@H](C(=O)NC1=NC=C(N=C1)Cl)CC1CCC(CC1)=O (2(R)-(3-chloro-4-methanesulfonyl-phenyl)-N-(5-chloro-pyrazin-2-yl)-3-(4-oxo-cyclohexyl)-propionamide), [BH4-].[Na+] (sodium borohydride). Solvent: C(C)(=O)OCC (ethyl acetate), CO (methanol). Reaction conditions: temperature 25 celsius, time 5 minute. The product is hexanes ethyl acetate, ClC=1C=C(C=CC1S(=O)(=O)C)[C@H](C(=O)NC1=NC=C(N=C1)Cl)CC1CCC(CC1)O (2(R)-(3-chloro-4-methanesulfonyl-phenyl)-N-(5-chloro-pyrazin-2-yl)-3-(4-hydroxy-cyclohexyl)-propionamide). Yield: 95.9%. As a reaction SMILES: [Cl:1][C:2]1[CH:3]=[C:4]([C@@H:12]([CH2:23][CH:24]2[CH2:29][CH2:28][C:27](=[O:30])[CH2:26][CH2:25]2)[C:13]([NH:15][C:16]2[CH:21]=[N:20][C:19]([Cl:22])=[CH:18][N:17]=2)=[O:14])[CH:5]=[CH:6][C:7]=1[S:8]([CH3:11])(=[O:10])=[O:9].[BH4-].[Na+]>CO.C(OCC)(=O)C>[Cl:1][C:2]1[CH:3]=[C:4]([C@@H:12]([CH2:23][CH:24]2[CH2:25][CH2:26][CH:27]([OH:30])[CH2:28][CH2:29]2)[C:13]([NH:15][C:16]2[CH:21]=[N:20][C:19]([Cl:22])=[CH:18][N:17]=2)=[O:14])[CH:5]=[CH:6][C:7]=1[S:8]([CH3:11])(=[O:9])=[O:10] |f:1.2|. Procedure details: A solution of 2(R)-(3-chloro-4-methanesulfonyl-phenyl)-N-(5-chloro-pyrazin-2-yl)-3-(4-oxo-cyclohexyl)-propionamide (prepared as in Example 61, 30.0 mg, 0.064 mmol) in methanol (0.5 mL) was treated with sodium borohydride (6.03 mg, 0.16 mmol). The reaction mixture was stirred at 25° C. for 5 min. The reaction was then diluted with ethyl acetate (5 mL) and quenched by the dropwise addition of water. The reaction was then diluted with more water (5 mL) and concentrated in vacuo to remove methanol. ... The reactants are CCN(C(C)C)C(C)C (iPr2NEt), OC1=CC=C(CNC2=CC(=NC(=N2)OCC(F)(F)F)NC2=NC=C(C(=O)O)C=C2)C=C1 (6-((6-((4-hydroxybenzyl)amino)-2-(2,2,2-trifluoroethoxy)pyrimidin-4-yl)amino)nicotinic acid), NCC(CNC(OC(C)(C)C)=O)(C)C (tert-butyl (3-amino-2,2-dimethylpropyl)carbamate), CN(C)C(=[N+](C)C)ON1C2=C(C=CC=C2)N=N1.[B-](F)(F)(F)F (TBTU). Run in C1CCOC1 (THF). Conditions: time 16 hour. Product: crude product, OC1=CC=C(CNC2=CC(=NC(=N2)OCC(F)(F)F)NC2=NC=C(C(=O)NCC(CNC(OC(C)(C)C)=O)(C)C)C=C2)C=C1 (tert-butyl 3-(6-(6-(4-hydroxybenzylamino)-2-(2,2,2-trifluoroethoxy)pyrimidin-4-ylamino)nicotinamido)-2,2-dimethylpropylcarbamate). Reaction SMILES: CCN(C(C)C)C(C)C.[OH:10][C:11]1[CH:40]=[CH:39][C:14]([CH2:15][NH:16][C:17]2[N:22]=[C:21]([O:23][CH2:24][C:25]([F:28])([F:27])[F:26])[N:20]=[C:19]([NH:29][C:30]3[CH:38]=[CH:37][C:33]([C:34](O)=[O:35])=[CH:32][N:31]=3)[CH:18]=2)=[CH:13][CH:12]=1.[NH2:41][CH2:42][C:43]([CH3:54])([CH3:53])[CH2:44][NH:45][C:46](=[O:52])[O:47][C:48]([CH3:51])([CH3:50])[CH3:49].CN(C(ON1N=NC2C=CC=CC1=2)=[N+](C)C)C.[B-](F)(F)(F)F>C1COCC1>[OH:10][C:11]1[CH:40]=[CH:39][C:14]([CH2:15][NH:16][C:17]2[N:22]=[C:21]([O:23][CH2:24][C:25]([F:28])([F:26])[F:27])[N:20]=[C:19]([NH:29][C:30]3[CH:38]=[CH:37][C:33]([C:34]([NH:41][CH2:42][C:43]([CH3:54])([CH3:53])[CH2:44][NH:45][C:46](=[O:52])[O:47][C:48]([CH3:49])([CH3:51])[CH3:50])=[O:35])=[CH:32][N:31]=3)[CH:18]=2)=[CH:13][CH:12]=1 |f:3.4|. Reported procedure: iPr2NEt (0.5 mL) was added into a solution of 6-((6-((4-hydroxybenzyl)amino)-2-(2,2,2-trifluoroethoxy)pyrimidin-4-yl)amino)nicotinic acid (340 mg), tert-butyl (3-amino-2,2-dimethylpropyl)carbamate (316 mg) and TBTU (501 mg) in THF (10 mL). The reaction was stirred at room temperature for 16 hours before being quenched by water (10 mL). The aqueous layer was extracted with EtOAc (3×10 mL). The combined organic phase was dried over MgSO4 and concentrated under vacuum to give the crude product, ter... The reactants are ClCCl, CS(=O)(=O)Oc1ccccc1C(=O)O, [Cl-], CN1CCN(c2cccc3c2CC(N)CC3)CC1, O=S(Cl)Cl. Yields the product CN1CCN(c2cccc3c2CC(NC(=O)c2ccccc2OS(C)(=O)=O)CC3)CC1. As a reaction SMILES: [CH2:38]([Cl:39])[Cl:40].[CH3:1][S:2](=[O:3])(=[O:4])[O:5][c:6]1[c:7]([C:8](=[O:9])[OH:10])[cH:11][cH:12][cH:13][cH:14]1.[Cl-:15].[NH2:16][CH:17]1[CH2:18][c:19]2[c:20]([N:27]3[CH2:28][CH2:29][N:30]([CH3:33])[CH2:31][CH2:32]3)[cH:21][cH:22][cH:23][c:24]2[CH2:25][CH2:26]1.[S:34]([Cl:35])([Cl:36])=[O:37]>>[CH3:1][S:2](=[O:3])(=[O:4])[O:5][c:6]1[c:7]([C:8](=[O:10])[NH:16][CH:17]2[CH2:18][c:19]3[c:20]([N:27]4[CH2:28][CH2:29][N:30]([CH3:33])[CH2:31][CH2:32]4)[cH:21][cH:22][cH:23][c:24]3[CH2:25][CH2:26]2)[cH:11][cH:12][cH:13][cH:14]1. Starting materials: C([O-])([O-])=O.[Na+].[Na+] (sodium carbonate), 12.35, ClC1=C(C(=NC(=N1)Cl)Cl)C(=O)Cl (trichloropyrimidine-5-carbonyl chloride), 12.12, γ-(β-sulfatoethylsulfonyl)-propylamine. The solvent is CC(=O)C (acetone), CC(=O)C (acetone). Yields the product ClC1=C(C(=NC(=N1)Cl)Cl)C(=O)O (trichloro-pyrimidine-5-carboxylic acid). Reaction SMILES: [Cl:1][C:2]1[N:7]=[C:6]([Cl:8])[N:5]=[C:4]([Cl:9])[C:3]=1[C:10](Cl)=[O:11].C(=O)([O-])[O-:14].[Na+].[Na+]>CC(C)=O>[Cl:1][C:2]1[N:7]=[C:6]([Cl:8])[N:5]=[C:4]([Cl:9])[C:3]=1[C:10]([OH:11])=[O:14] |f:1.2.3|. Procedure: A solution of 12.35 parts of trichloropyrimidine-5-carbonyl chloride in 200 parts by volume of acetone is stirred into a suspension of 12.12 parts of γ-(β-sulfatoethylsulfonyl)-propylamine in 250 parts by volume of acetone at 0° C. The reaction is carried out at 5° to 10° C., while maintaining a pH of 6.5 by means of 15% strength aqueous sodium carbonate solution. The trichloro-pyrimidine-5-carboxylic acid compound thus obtained of the formula ##STR25## is isolated by evaporation of the solution...